This data is from the Open Reaction Database (ORD), a public repository of structured organic reaction records. The task is: describe an organic reaction: reactants, conditions, products, and yield The reactants are CCOC(C)O, COc1cc2ncc(C#N)c(Cl)c2cc1OC, Cl, Cl, NC(=O)c1cccc(N)c1, [Na+], [Na+], O=C([O-])[O-], O, c1ccncc1. Product: COc1cc2ncc(C#N)c(Nc3cccc(C(N)=O)c3)c2cc1OC. RXN SMILES: [CH2:35]([O:36][CH:37]([OH:38])[CH3:39])[CH3:40].[Cl:1][c:2]1[c:3]([C:16]#[N:17])[cH:4][n:5][c:6]2[cH:7][c:8]([O:14][CH3:15])[c:9]([O:12][CH3:13])[cH:10][c:11]12.[ClH:28].[ClH:47].[NH2:18][c:19]1[cH:20][c:21]([C:22](=[O:23])[NH2:24])[cH:25][cH:26][cH:27]1.[Na+:41].[Na+:42].[O-:43][C:44](=[O:45])[O-:46].[OH2:48].[n:29]1[cH:30][cH:31][cH:32][cH:33][cH:34]1>>[c:2]1([NH:18][c:19]2[cH:20][c:21]([C:22](=[O:23])[NH2:24])[cH:25][cH:26][cH:27]2)[c:3]([C:16]#[N:17])[cH:4][n:5][c:6]2[cH:7][c:8]([O:14][CH3:15])[c:9]([O:12][CH3:13])[cH:10][c:11]12. Starting materials: O=[N+]([O-])c1cc(Br)ccc1F, CCO, CCOCC, ClCCl, N#Cc1cc([N+](=O)[O-])ccc1F, NCCc1c[nH]c2ccccc12. Yields the product N#Cc1cc([N+](=O)[O-])ccc1NCCc1c[nH]c2ccccc12. RXN SMILES: [Br:13][c:14]1[cH:15][cH:16][c:17]([F:18])[c:19]([N+:20]([O-:21])=[O:22])[cH:23]1.[CH3:39][CH2:40][OH:41].[CH3:42][CH2:43][O:44][CH2:45][CH3:46].[Cl:36][CH2:37][Cl:38].[F:24][c:25]1[c:26]([C:27]#[N:28])[cH:29][c:30]([N+:33](=[O:34])[O-:35])[cH:31][cH:32]1.[NH2:1][CH2:2][CH2:3][c:4]1[cH:5][nH:6][c:7]2[cH:8][cH:9][cH:10][cH:11][c:12]12>>[NH:1]([CH2:2][CH2:3][c:4]1[cH:5][nH:6][c:7]2[cH:8][cH:9][cH:10][cH:11][c:12]12)[c:25]1[c:26]([C:27]#[N:28])[cH:29][c:30]([N+:33](=[O:34])[O-:35])[cH:31][cH:32]1. Reactants: COC1=CC=C(C=C1)N (p-anisidine), ClC1=C(C(=O)O)C(=CC=C1[N+](=O)[O-])Cl (2,6-dichloro-3-nitrobenzoic acid), 70B. Run at time 2 hour. The product is ClC1=CC=C(C(=C1C(=O)O)NC1=CC=C(C=C1)OC)[N+](=O)[O-] (6-Chloro-2-[(4-methoxyphenyl)amino]-3-nitrobenzoic acid). Reaction SMILES: [CH3:1][O:2][C:3]1[CH:8]=[CH:7][C:6]([NH2:9])=[CH:5][CH:4]=1.Cl[C:11]1[C:19]([N+:20]([O-:22])=[O:21])=[CH:18][CH:17]=[C:16]([Cl:23])[C:12]=1[C:13]([OH:15])=[O:14]>>[Cl:23][C:16]1[C:12]([C:13]([OH:15])=[O:14])=[C:11]([NH:9][C:6]2[CH:7]=[CH:8][C:3]([O:2][CH3:1])=[CH:4][CH:5]=2)[C:19]([N+:20]([O-:22])=[O:21])=[CH:18][CH:17]=1. Procedure details: To 74 g (0.60 mol) of p-anisidine, stirred mechanically at 75 degrees, was added 35.4 g (0.15 mol) of 2,6-dichloro-3-nitrobenzoic acid [Lehmstedt and Schrader, Berichte 70B, 1526 (1937)]in small portions over one-half hour. The mixture was heated at 75 degrees for 24 hours, with stirring during the first two hours. The reaction mixture was cooled, the solid mass shattered, and triturated in a mechanical blender with 300 ml of 2.4N hydrochloric acid. The solid was collected, washed with 3N hydroc... The reactants are ClC1=C(C=CC=C1)N1CCC(CC1)C(=O)N (1-(2-chlorophenyl)piperidine-4-carboxamide), B.CSC (borane dimethyl sulphide). Solvent: O1CCCC1 (tetrahydrofuran). Reaction conditions: time 1 hour. The product is ClC1=C(C=CC=C1)N1CCC(CC1)CN (1-[1-(2-chlorophenyl)piperid-4-yl]methylamine). As a reaction SMILES: [Cl:1][C:2]1[CH:7]=[CH:6][CH:5]=[CH:4][C:3]=1[N:8]1[CH2:13][CH2:12][CH:11]([C:14]([NH2:16])=O)[CH2:10][CH2:9]1.B.CSC>O1CCCC1>[Cl:1][C:2]1[CH:7]=[CH:6][CH:5]=[CH:4][C:3]=1[N:8]1[CH2:9][CH2:10][CH:11]([CH2:14][NH2:16])[CH2:12][CH2:13]1 |f:1.2|. Reported procedure: 1-(2-chlorophenyl)piperidine-4-carboxamide (0.25 g, prepared in a similar manner to that described above) was dissolved in tetrahydrofuran (25 ml) and borane-dimethyl sulphide complex (1M in dimethyl sulphide; 0.4 ml) was added. The resulting solution was heated under reflux for 2 hours. The solvent was removed in vacuo, hydrochloric acid (1M; 50 ml) was added, and the mixture stirred at ambient temperature for 1 hour. The solution was basified by the addition of aqueous sodium hydroxide solutio... Starting materials: dioxide, C(C)(C)(C)C1=C(C=C(C=C1)CO)NC(CC(CCCCC)C1=C(C(=C(C=C1)OC)OC)OC)=O (N-[2-t-butyl-5-(hydroxymethyl)phenyl]-3-(2,3,4-trimethoxyphenyl)octanamide). Run in C(Cl)(Cl)Cl (chloroform). Reaction conditions: time 1.5 hour. Product: C(C)(C)(C)C1=C(C=C(C=C1)C=O)NC(CC(CCCCC)C1=C(C(=C(C=C1)OC)OC)OC)=O (N-(2-t-Butyl-5-formylphenyl)-3-(2,3,4-trimethoxyphenyl)octanamide). Isolated yield 86.9%. As a reaction SMILES: [C:1]([C:5]1[CH:10]=[CH:9][C:8]([CH2:11][OH:12])=[CH:7][C:6]=1[NH:13][C:14](=[O:34])[CH2:15][CH:16]([C:22]1[CH:27]=[CH:26][C:25]([O:28][CH3:29])=[C:24]([O:30][CH3:31])[C:23]=1[O:32][CH3:33])[CH2:17][CH2:18][CH2:19][CH2:20][CH3:21])([CH3:4])([CH3:3])[CH3:2]>C(Cl)(Cl)Cl>[C:1]([C:5]1[CH:10]=[CH:9][C:8]([CH:11]=[O:12])=[CH:7][C:6]=1[NH:13][C:14](=[O:34])[CH2:15][CH:16]([C:22]1[CH:27]=[CH:26][C:25]([O:28][CH3:29])=[C:24]([O:30][CH3:31])[C:23]=1[O:32][CH3:33])[CH2:17][CH2:18][CH2:19][CH2:20][CH3:21])([CH3:2])([CH3:3])[CH3:4]. Procedure: 31.0 g of mangenese dioxide were added to a solution of 3.10 g (6.57 mmol) of N-[2-t-butyl-5-(hydroxymethyl)phenyl]-3-(2,3,4-trimethoxyphenyl)octanamide (prepared as described in Preparation 68A) in 60 ml of chloroform, and the resulting mixture was stirred for 1.5 hours. At the end of this time, the reaction mixture was filtered using a Celite (trade mark) filter aid, and the manganese dioxide used was thoroughly washed with methylene chloride. The filtrate and the washings were combined and co... The reactants are FC=1C(=CNC1C1=CC=CC=C1)C(=O)OC (methyl 4-fluoro-5-phenyl-1H-pyrrole-3-carboxylate), [H-].[Na+] (sodium hydride), Cl.N1=CC(=CC=C1)S(=O)(=O)Cl (Pyridine-3-sulfonyl chloride hydrochloride), C1COCCOCCOCCOCCO1 (15-Crown-5). Run in O1CCCC1 (tetrahydrofuran), O (Water). Reaction conditions: time 15 minute. Yields the product FC=1C(=CN(C1C1=CC=CC=C1)S(=O)(=O)C=1C=NC=CC1)C(=O)OC (methyl 4-fluoro-5-phenyl-1-(pyridin-3-ylsulfonyl)-1H-pyrrole-3-carboxylate). Isolated yield 72.9%. As a reaction SMILES: [F:1][C:2]1[C:3]([C:13]([O:15][CH3:16])=[O:14])=[CH:4][NH:5][C:6]=1[C:7]1[CH:12]=[CH:11][CH:10]=[CH:9][CH:8]=1.[H-].[Na+].C1OCCOCCOCCOCCOC1.Cl.[N:35]1[CH:40]=[CH:39][CH:38]=[C:37]([S:41](Cl)(=[O:43])=[O:42])[CH:36]=1>O1CCCC1.O>[F:1][C:2]1[C:3]([C:13]([O:15][CH3:16])=[O:14])=[CH:4][N:5]([S:41]([C:37]2[CH:36]=[N:35][CH:40]=[CH:39][CH:38]=2)(=[O:43])=[O:42])[C:6]=1[C:7]1[CH:12]=[CH:11][CH:10]=[CH:9][CH:8]=1 |f:1.2,4.5|. Procedure details: By a similar reaction as in Reference Example 36 and using methyl 4-fluoro-5-phenyl-1H-pyrrole-3-carboxylate (172 mg), the title compound was obtained as a colorless solid (yield 206 mg, 73%). More specifically, to a solution of methyl 4-fluoro-5-phenyl-1H-pyrrole-3-carboxylate (172 mg) in tetrahydrofuran (10 mL) was added sodium hydride (60% in oil, 94 mg), and the mixture was stirred for 15 min. 15-Crown-5 (0.48 mL) was added, and the mixture was further stirred for 15 min. Pyridine-3-sulfonyl... Reactants: C(C)OCC.CCCCCC (diethyl ether hexane), [F-].C(CCC)[N+](CCCC)(CCCC)CCCC (tetra n-butylammonium fluoride), C[Si](C)(C)C#CC=1C=C(C=NC1)OC(C(=O)NC(C#CC)(C)C)CC (2-(5-trimethylsilylethynyl-3-pyridyloxy)-N-(4-methylpent-2-yn-4-yl)butyramide). Solvent: O1CCCC1 (tetrahydrofuran), ClCCl (dichloromethane), ClCCl (dichloromethane). Reaction conditions: time 18 hour. Product: C(#C)C=1C=C(C=NC1)OC(C(=O)NC(C#CC)(C)C)CC (2-(5-ethynyl-3-pyridyloxy)-N-(4-methylpent-2-yn-4-yl)butyramide). RXN SMILES: C[Si]([C:5]#[C:6][C:7]1[CH:8]=[C:9]([O:13][CH:14]([CH2:24][CH3:25])[C:15]([NH:17][C:18]([CH3:23])([CH3:22])[C:19]#[C:20][CH3:21])=[O:16])[CH:10]=[N:11][CH:12]=1)(C)C.[F-].C([N+](CCCC)(CCCC)CCCC)CCC.C(OCC)C.CCCCCC>ClCCl.O1CCCC1>[C:6]([C:7]1[CH:8]=[C:9]([O:13][CH:14]([CH2:24][CH3:25])[C:15]([NH:17][C:18]([CH3:23])([CH3:22])[C:19]#[C:20][CH3:21])=[O:16])[CH:10]=[N:11][CH:12]=1)#[CH:5] |f:1.2,3.4|. Procedure: The product from Stage 1 (0.4 g) was dissolved in dichloromethane (10 ml) with stirring and a solution of tetra n-butylammonium fluoride in tetrahydrofuran (1.4 ml, 1M) was added. The mixture was stirred at ambient temperature for 2 hours then stored for 18 hours. Further dichloromethane was added and the organic phase was washed with water (twice), dried over magnesium sulphate and evaporated under reduced pressure to give a gum that was fractionated by chromatography (silica; diethyl ether/hex... Starting materials: C=CCn1c(=O)n(C2OC(COC(C)=O)C(OC(C)=O)C2OC(C)=O)c2nc(N)[nH]c(=O)c21, O=P(Cl)(Cl)Cl. The product is C=CCn1c(=O)n(C2OC(COC(C)=O)C(OC(C)=O)C2OC(C)=O)c2nc(N)nc(Cl)c21. Reaction SMILES: [CH2:1]([CH:2]=[CH2:3])[n:4]1[c:5](=[O:33])[n:6]([CH:15]2[CH:16]([O:17][C:18]([CH3:19])=[O:20])[CH:21]([O:22][C:23]([CH3:24])=[O:25])[CH:26]([CH2:28][O:29][C:30]([CH3:31])=[O:32])[O:27]2)[c:7]2[n:8][c:9]([NH2:14])[nH:10][c:11](=[O:13])[c:12]12.[P:34]([Cl:35])([Cl:36])([Cl:37])=[O:38]>>[CH2:1]([CH:2]=[CH2:3])[n:4]1[c:5](=[O:33])[n:6]([CH:15]2[CH:16]([O:17][C:18]([CH3:19])=[O:20])[CH:21]([O:22][C:23]([CH3:24])=[O:25])[CH:26]([CH2:28][O:29][C:30]([CH3:31])=[O:32])[O:27]2)[c:7]2[n:8][c:9]([NH2:14])[n:10][c:11]([Cl:36])[c:12]12. Reactants: C(C1=CC=CC=C1)(=O)SC=1SC2=C(N1)CC(NC2)C(=O)OC(C)(C)C (2-benzoylthio-6-(tert-butoxycarbonyl)-4,5,6,7-tetrahydropyrido[4,3-d][1,3]thiazole), C=O (formaldehyde), [OH-].[Na+] (sodium hydroxide), C1(=CC=CC=C1)OC (anisole), FC(C(=O)O)(F)F (trifluoroacetic acid), C(#N)[BH3-].[Na+] (sodium cyanoborohydride). Solvent: Cl (hydrochloric acid), C(C)(=O)OCC (ethyl acetate), C1CCOC1 (THF). Conditions: time 30 minute. Yields the product SC=1SC2=C(N1)CC(NC2)C (2-mercapto-6-methyl-4,5,6,7-tetrahydropyrido[4,3-d][1,3]thiazole). The yield is 43.4%. As a reaction SMILES: C([S:9][C:10]1[S:11][C:12]2[CH2:18][NH:17][CH:16]([C:19](OC(C)(C)C)=O)[CH2:15][C:13]=2[N:14]=1)(=O)C1C=CC=CC=1.C1(OC)C=CC=CC=1.FC(F)(F)C(O)=O.C=O.[OH-].[Na+].C([BH3-])#N.[Na+]>C1COCC1.Cl.C(OCC)(=O)C>[SH:9][C:10]1[S:11][C:12]2[CH2:18][NH:17][CH:16]([CH3:19])[CH2:15][C:13]=2[N:14]=1 |f:4.5,6.7|. Procedure: To 2-benzoylthio-6-(tert-butoxycarbonyl)-4,5,6,7-tetrahydropyrido[4,3-d][1,3]thiazole (2.44 g, 6.49 mmol) is gradually added dropwise a mixture of anisole (1.41 ml, 12.98 mmol) and trifluoroacetic acid (10.0 ml, 129.8 mmol) at 0° C., and after the addition, the mixture is warmed to room temperature and stirred for 30 minutes. The reaction solution is concentrated under reduced pressure, and to the resulting residue is added methylene chloride. The mixture is concentrated under reduced pressure a...